Dataset: the Open Reaction Database (ORD), a public repository of structured organic reaction records. Task: describe an organic reaction: reactants, conditions, products, and yield Starting materials: Cl.COC(CN)=O (glycine methyl ester hydrochloride), F[B-](F)(F)F.C(#N)CCOC(=O)C=NOC(=[N+](C)C)N(C)C (O-[(cyanoethoxycarbonylmethylene)amino]-N,N,N',N'-tetramethyluronium tetrafluoroborate), C(C)N1CCOCC1 (N-ethylmorpholine), Cl.NN=CC1=CC=C(CCC(CC(=O)O)(C(=O)OCC)C(=O)OCC)C=C1 (4-[4-(aminoiminomethyl)benzyl]-3,3-bisethoxycarbonylbutyric acid hydrochloride). Solvent: CN(C=O)C (dimethylformamide). Conditions: time 24 hour. Yields the product Cl.COC(CNC(CC(CCC1=CC=C(C=C1)C=NN)(C(=O)OCC)C(=O)OCC)=O)=O ({4-[4-(aminoiminomethyl)benzyl]-3,3-bisethoxycarbonylbutyryl}glycine methyl ester hydrochloride). RXN SMILES: [ClH:1].[NH2:2][N:3]=[CH:4][C:5]1[CH:27]=[CH:26][C:8]([CH2:9][CH2:10][C:11]([C:21]([O:23][CH2:24][CH3:25])=[O:22])([C:16]([O:18][CH2:19][CH3:20])=[O:17])[CH2:12][C:13](O)=[O:14])=[CH:7][CH:6]=1.Cl.[CH3:29][O:30][C:31](=[O:34])[CH2:32][NH2:33].F[B-](F)(F)F.C(CCOC(C=NOC(N(C)C)=[N+](C)C)=O)#N.C(N1CCOCC1)C>CN(C)C=O>[ClH:1].[CH3:29][O:30][C:31](=[O:34])[CH2:32][NH:33][C:13](=[O:14])[CH2:12][C:11]([C:21]([O:23][CH2:24][CH3:25])=[O:22])([C:16]([O:18][CH2:19][CH3:20])=[O:17])[CH2:10][CH2:9][C:8]1[CH:7]=[CH:6][C:5]([CH:4]=[N:3][NH2:2])=[CH:27][CH:26]=1 |f:0.1,2.3,4.5,8.9|. Procedure: 10.5 g of 4-[4-(aminoiminomethyl)benzyl]-3,3-bisethoxycarbonylbutyric acid hydrochloride are dissolved in 500 ml of dimethylformamide. 3.75 g of glycine methyl ester hydrochloride, 9.83 g of O-[(cyanoethoxycarbonylmethylene)amino]-N,N,N',N'-tetramethyluronium tetrafluoroborate (TOTU) and 11.5 ml of N-ethylmorpholine are then added successively. The mixture is stirred for 24 h and the solvent is then stripped off in vacuo. The oily residue is chromatographed on silica gel using dichloromethane/me... Conditions: time 5 hour. Starting materials: Cl (HCl), CC(C(=O)OC)(C)NC(NC1=CC(=CC=C1)CC1=NNC(C=2CCCCC12)=O)=O (Methyl 2-methyl-2-[[3-[(4-oxo-5,6,7,8-tetrahydro-3H-phthalazin-1-yl)methyl]phenyl]carbamoylamino]propanoate), [OH-].[Na+] (sodium hydroxide). Procedure: To a solution of methyl 2-methyl-2-[[3-[(4-oxo-5,6,7,8-tetrahydro-3H-phthalazin-1-yl)methyl]phenyl]carbamoylamino]propanoate (14) (44 mg, 0.11 mmol) in dry DMF (2 mL) was added finely powdered sodium hydroxide (4 mg, 0.072 mmol). The reaction mixture was immersed in a preheated oil bath at 50° C. for 5 hours, before being neutralized by addition of 1M HCl The desired product was isolated from the resultant solution by preparative chromatography to yield a solid (3.6 mg, 98% purity). M/z (LC-MS, ... Product: CC1(C(N(C(N1)=O)C1=CC(=CC=C1)CC1=NNC(C=2CCCCC12)=O)=O)C (5,5-dimethyl-3-[3-[(4-oxo-5,6,7,8-tetrahydro-3H-phthalazin-1-yl)methyl]phenyl]imidazolidine-2,4-dione). Solvent: CN(C)C=O (DMF). RXN SMILES: [CH3:1][C:2]([NH:8][C:9](=[O:29])[NH:10][C:11]1[CH:16]=[CH:15][CH:14]=[C:13]([CH2:17][C:18]2[C:27]3[CH2:26][CH2:25][CH2:24][CH2:23][C:22]=3[C:21](=[O:28])[NH:20][N:19]=2)[CH:12]=1)([CH3:7])[C:3]([O:5]C)=O.[OH-].[Na+].Cl>CN(C=O)C>[CH3:7][C:2]1([CH3:1])[NH:8][C:9](=[O:29])[N:10]([C:11]2[CH:16]=[CH:15][CH:14]=[C:13]([CH2:17][C:18]3[C:27]4[CH2:26][CH2:25][CH2:24][CH2:23][C:22]=4[C:21](=[O:28])[NH:20][N:19]=3)[CH:12]=2)[C:3]1=[O:5] |f:1.2|. Starting materials: CN(CCNC(=O)C1=CC=CC2=NC3=CC=C4C(=C3N=C12)C=CC(=C4)N)C (3-amino-benzo[a]phenazine-11-carboxylic acid (2-dimethylamino-ethyl)-amide), C(C)(=O)Cl (acetyl chloride). Yields the product CN(CCNC(=O)C1=CC=CC2=NC3=CC=C4C(=C3N=C12)C=CC(=C4)NC(C)=O)C (3-Acetylamino-benzo[a]phenazine-11-carboxylic acid (2-dimethylamino-ethyl)-amide). RXN SMILES: [CH3:1][N:2]([CH3:27])[CH2:3][CH2:4][NH:5][C:6]([C:8]1[C:21]2[C:12](=[N:13][C:14]3[C:19]([N:20]=2)=[C:18]2[CH:22]=[CH:23][C:24]([NH2:26])=[CH:25][C:17]2=[CH:16][CH:15]=3)[CH:11]=[CH:10][CH:9]=1)=[O:7].[C:28](Cl)(=[O:30])[CH3:29]>>[CH3:1][N:2]([CH3:27])[CH2:3][CH2:4][NH:5][C:6]([C:8]1[C:21]2[C:12](=[N:13][C:14]3[C:19]([N:20]=2)=[C:18]2[CH:22]=[CH:23][C:24]([NH:26][C:28](=[O:30])[CH3:29])=[CH:25][C:17]2=[CH:16][CH:15]=3)[CH:11]=[CH:10][CH:9]=1)=[O:7]. Procedure details: 3-Acetylamino-benzo[a]phenazine-11-carboxylic acid (2-dimethylamino-ethyl)-amide was prepared in an analogous manner from 3-amino-benzo[a]phenazine-11-carboxylic acid (2-dimethylamino-ethyl)-amide and acetyl chloride; The reactants are ( c ), OC1=C(C=O)C=C(C=C1)OC (2-hydroxy-5-methoxy benzaldehyde), COS(=O)(=O)OC (dimethylsulfate). Product: COC1=C(C=O)C=C(C=C1)OC (2,5-dimethoxy benzaldehyde). Reaction SMILES: [OH:1][C:2]1[CH:9]=[CH:8][C:7]([O:10][CH3:11])=[CH:6][C:3]=1[CH:4]=[O:5].[CH3:12]OS(OC)(=O)=O>>[CH3:12][O:1][C:2]1[CH:9]=[CH:8][C:7]([O:10][CH3:11])=[CH:6][C:3]=1[CH:4]=[O:5]. Reported procedure: Accordingly, the present invention provides a process for preparing 2,5-dimethoxy benzaldehyde comprising the steps of: (a) reacting a crude 2-hydroxy-5-methoxy benzaldehyde with a metal hydroxide to produce a reaction mixture comprising a metal salt of 2-hydroxy-5-methoxy benzaldehyde; (b) separating the metal salt of 2-hydroxy-5-methoxy benzaldehyde from the reaction mixture of step (a) to obtain an at least substantially pure metal salt of 2-hydroxy-5-methoxy benzaldehyde; and (c) alkylating ... Starting materials: N#N (N2), C(\C=C/C(=O)O)(=O)O (maleic acid), [OH-].[Na+] (sodium hydroxide), N#N (N2). Run in O (water). Product: C([C@@H](O)CC(=O)O)(=O)O (L-Malic acid). As a reaction SMILES: [C:1]([OH:8])(=[O:7])/[CH:2]=[CH:3]\[C:4]([OH:6])=[O:5].[OH-:9].[Na+].N#N>O>[C:1]([OH:8])(=[O:7])[C@H:2]([CH2:3][C:4]([OH:6])=[O:5])[OH:9] |f:1.2|. Procedure: A reaction solution containing maleic acid (116 g) and 5N sodium hydroxide (200 ml) (having a total volume of 1,000 ml by adding water), which had been previously subjected to N2 substitution by carrying out agitation while blowing N2 gas in it for 30 minutes, was transferred into a jar fermenter having a volume of 3 L. The microbial cells of the both species (IFO 12669 strain: 20 g, AB-41 strain: 50 g), which had been recovered in Example 1 and in the item (1) described above, were added theret... Starting materials: C=O (paraformaldehyde), C(C)(=O)O (acetic acid), C(C)(C)(C)C1=CC(=C(C(=O)NC2=C(C(=O)NC3=NC=C(C=C3)Cl)C=C(C=C2)F)C=C1)OC1CCNCC1 (2-[4-tert-butyl-2-(piperidin-4-yloxy)-benzoylamino]-N-(5-chloropyridin-2-yl)-5-fluorobenzamide), C=O (Paraformaldehyde), C(C)(=O)O (acetic acid). The solvent is CO (MeOH). Conditions: time 18 hour. The product is C(C)(C)(C)C1=CC(=C(C(=O)NC2=C(C(=O)NC3=NC=C(C=C3)Cl)C=C(C=C2)F)C=C1)OC1CCN(CC1)C (2-[4-tert-Butyl-2-(1-methylpiperidin-4-yloxy)benzoylamino]-N-(5-chloropyridin-2-yl)-5-fluoro-benzamide). The yield is 73.0%. Reaction SMILES: [C:1]([C:5]1[CH:30]=[CH:29][C:8]([C:9]([NH:11][C:12]2[CH:27]=[CH:26][C:25]([F:28])=[CH:24][C:13]=2[C:14]([NH:16][C:17]2[CH:22]=[CH:21][C:20]([Cl:23])=[CH:19][N:18]=2)=[O:15])=[O:10])=[C:7]([O:31][CH:32]2[CH2:37][CH2:36][NH:35][CH2:34][CH2:33]2)[CH:6]=1)([CH3:4])([CH3:3])[CH3:2].C=O.[C:40](O)(=O)C>CO>[C:1]([C:5]1[CH:30]=[CH:29][C:8]([C:9]([NH:11][C:12]2[CH:27]=[CH:26][C:25]([F:28])=[CH:24][C:13]=2[C:14]([NH:16][C:17]2[CH:22]=[CH:21][C:20]([Cl:23])=[CH:19][N:18]=2)=[O:15])=[O:10])=[C:7]([O:31][CH:32]2[CH2:37][CH2:36][N:35]([CH3:40])[CH2:34][CH2:33]2)[CH:6]=1)([CH3:4])([CH3:2])[CH3:3]. Procedure details: The 2-[4-tert-butyl-2-(piperidin-4-yloxy)-benzoylamino]-N-(5-chloropyridin-2-yl)-5-fluorobenzamide (450 mg, 0.86 mmol) was placed in a dry flask and diluted with dry MeOH (0.95 mL). Paraformaldehyde (54.0 mg, 1.8 mmol) and NaCNBH4 (167.0 mg, 2.7 mmol) were added, followed by acetic acid (0.5 mL). The reaction was allowed to stir for 18 h. More paraformaldehyde (54.0 mg), NaCNBH4 (107.0 mg) and acetic acid (1.0 mL) were added, and the reaction was stirred another 18 hrs under N2 at room temperatu... Starting materials: CS(C)=O, CC(C)(C)OC(=O)Nc1sc(-c2c(F)cccc2F)nc1C(=O)Nc1cnn(C2CCCNC2)c1. Product: Nc1sc(-c2c(F)cccc2F)nc1C(=O)Nc1cnn(C2CCCNC2)c1. Reaction SMILES: [CH3:36][S:37]([CH3:38])=[O:39].[F:1][c:2]1[c:3](-[c:9]2[s:10][c:11]([NH:28][C:29](=[O:30])[O:31][C:32]([CH3:33])([CH3:34])[CH3:35])[c:12]([C:14]([NH:15][c:16]3[cH:17][n:18][n:19]([CH:21]4[CH2:22][NH:23][CH2:24][CH2:25][CH2:26]4)[cH:20]3)=[O:27])[n:13]2)[c:4]([F:8])[cH:5][cH:6][cH:7]1>>[F:1][c:2]1[c:3](-[c:9]2[s:10][c:11]([NH2:28])[c:12]([C:14]([NH:15][c:16]3[cH:17][n:18][n:19]([CH:21]4[CH2:22][NH:23][CH2:24][CH2:25][CH2:26]4)[cH:20]3)=[O:27])[n:13]2)[c:4]([F:8])[cH:5][cH:6][cH:7]1.